Dataset: the Open Reaction Database (ORD), a public repository of structured organic reaction records. Task: describe an organic reaction: reactants, conditions, products, and yield The reactants are C1CCOC1, COc1ccc(CN2CCc3cc(C4(C#N)CC4)ccc3C2=O)cc1, CC(C)C[AlH]CC(C)C, Cc1ccccc1, ClCCl. The product is COc1ccc(CN2CCc3cc(C4(C=O)CC4)ccc3C2=O)cc1. As a reaction SMILES: [CH2:35]1[CH2:38][CH2:37][CH2:36][O:39]1.[CH3:1][O:2][c:3]1[cH:4][cH:5][c:6]([CH2:7][N:8]2[C:9](=[O:23])[c:10]3[cH:11][cH:12][c:13]([C:18]4([C:21]#[N:22])[CH2:19][CH2:20]4)[cH:14][c:15]3[CH2:16][CH2:17]2)[cH:24][cH:25]1.[CH3:26][CH:27]([CH2:28][AlH:29][CH2:30][CH:31]([CH3:32])[CH3:33])[CH3:34].[CH3:43][c:44]1[cH:45][cH:46][cH:47][cH:48][cH:49]1.[Cl:40][CH2:41][Cl:42]>>[CH3:1][O:2][c:3]1[cH:4][cH:5][c:6]([CH2:7][N:8]2[C:9](=[O:23])[c:10]3[cH:11][cH:12][c:13]([C:18]4([CH:21]=[O:39])[CH2:19][CH2:20]4)[cH:14][c:15]3[CH2:16][CH2:17]2)[cH:24][cH:25]1. Reactants: [BH4-], CO, COc1cc(N2C(=O)CN(C)C2=O)c(F)cc1Cl, [Na+]. Yields the product COc1cc(N2C(=O)N(C)CC2O)c(F)cc1Cl. RXN SMILES: [BH4-:19].[CH3:21][OH:22].[Cl:1][c:2]1[cH:3][c:4]([F:18])[c:5]([N:10]2[C:11](=[O:17])[N:12]([CH3:16])[CH2:13][C:14]2=[O:15])[cH:6][c:7]1[O:8][CH3:9].[Na+:20]>>[Cl:1][c:2]1[cH:3][c:4]([F:18])[c:5]([N:10]2[C:11](=[O:17])[N:12]([CH3:16])[CH2:13][CH:14]2[OH:15])[cH:6][c:7]1[O:8][CH3:9]. Starting materials: Brc1cnc2nnn(Cc3ccc4c(c3)CCO4)c2n1, Cn1cc(B2OC(C)(C)C(C)(C)O2)cn1, COCCOC, N#N, [Na+], [Na+], O=C([O-])[O-], O, Cl[Pd]Cl, c1ccc(P(c2ccccc2)c2ccccc2)cc1, c1ccc(P(c2ccccc2)c2ccccc2)cc1. The product is Cn1cc(-c2cnc3nnn(Cc4ccc5c(c4)CCO5)c3n2)cn1. RXN SMILES: [Br:1][c:2]1[cH:3][n:4][c:5]2[c:6]([n:7]1)[n:8]([CH2:11][c:12]1[cH:13][cH:14][c:15]3[c:16]([cH:20]1)[CH2:17][CH2:18][O:19]3)[n:9][n:10]2.[CH3:21][n:22]1[n:23][cH:24][c:25]([B:27]2[O:28][C:29]([CH3:30])([CH3:31])[C:32]([CH3:33])([CH3:34])[O:35]2)[cH:26]1.[CH3:44][O:45][CH2:46][CH2:47][O:48][CH3:49].[N:42]#[N:43].[Na+:36].[Na+:37].[O-:38][C:39](=[O:40])[O-:41].[OH2:50].[Pd:51]([Cl:52])[Cl:53].[c:54]1([P:55]([c:56]2[cH:57][cH:58][cH:59][cH:60][cH:61]2)[c:62]2[cH:63][cH:64][cH:65][cH:66][cH:67]2)[cH:68][cH:69][cH:70][cH:71][cH:72]1.[c:73]1([P:74]([c:75]2[cH:76][cH:77][cH:78][cH:79][cH:80]2)[c:81]2[cH:82][cH:83][cH:84][cH:85][cH:86]2)[cH:87][cH:88][cH:89][cH:90][cH:91]1>>[c:2]1(-[c:25]2[cH:24][n:23][n:22]([CH3:21])[cH:26]2)[cH:3][n:4][c:5]2[c:6]([n:7]1)[n:8]([CH2:11][c:12]1[cH:13][cH:14][c:15]3[c:16]([cH:20]1)[CH2:17][CH2:18][O:19]3)[n:9][n:10]2. Starting materials: BrC1=CC=C(C=C1)O (4-bromophenol), OCC1(CC1)C(=O)OC (methyl 1-(hydroxymethyl)cyclopropane carboxylate). The product is BrC1=CC=C(OCC2(CC2)C(=O)OC)C=C1 (methyl 1-[(4-bromophenoxy)methyl]cyclopropane carboxylate). The yield is 70.9%. RXN SMILES: [Br:1][C:2]1[CH:7]=[CH:6][C:5]([OH:8])=[CH:4][CH:3]=1.O[CH2:10][C:11]1([C:14]([O:16][CH3:17])=[O:15])[CH2:13][CH2:12]1>>[Br:1][C:2]1[CH:7]=[CH:6][C:5]([O:8][CH2:10][C:11]2([C:14]([O:16][CH3:17])=[O:15])[CH2:13][CH2:12]2)=[CH:4][CH:3]=1. Procedure details: By using 4-bromophenol (1.33 g) and methyl 1-(hydroxymethyl)cyclopropane carboxylate (663 mg), the procedure was carried out in the same manner as in Reference example 2-1) to obtain methyl 1-[(4-bromophenoxy)methyl]cyclopropane carboxylate (1.03 g). Reactants: COC1=CC=C(C=N1)N (6-methoxy-pyridin-3-ylamine), CC1=C(C=CC=C1)S(=O)(=O)Cl (2-methyl-benzenesulfonyl chloride). The product is COC1=CC=C(C=N1)NS(=O)(=O)C1=C(C=CC=C1)C (N-(6-Methoxy-pyridin-3-yl)-2-methyl-benzenesulfonamide). RXN SMILES: [CH3:1][O:2][C:3]1[N:8]=[CH:7][C:6]([NH2:9])=[CH:5][CH:4]=1.[CH3:10][C:11]1[CH:16]=[CH:15][CH:14]=[CH:13][C:12]=1[S:17](Cl)(=[O:19])=[O:18]>>[CH3:1][O:2][C:3]1[N:8]=[CH:7][C:6]([NH:9][S:17]([C:12]2[CH:13]=[CH:14][CH:15]=[CH:16][C:11]=2[CH3:10])(=[O:19])=[O:18])=[CH:5][CH:4]=1. Procedure: prepared by reaction of 6-methoxy-pyridin-3-ylamine with 2-methyl-benzenesulfonyl chloride The reactants are C(C(C)(C)C)(=O)NC=1C=C2C(=NC=NC2=CC1)NC=C(C(=O)OC)C(=O)OC (dimethyl [{6-pivalamido--4-quinazolinylamino}methylene]propanedioate), C1(=CC=CC=C1)OC1=CC=CC=C1 (diphenyl ether). The solvent is CCCCCC (hexane). Conditions: temperature 260 celsius. The product is O=C1C(=CN=C2N1C=NC=1C=CC(=CC21)NC(C(C)(C)C)=O)C(=O)OC (methyl 4-oxo-10-pivalamido--4H-pyrimido[1,2-c]quinazoline-3-carboxylate). Yield: 81.4%. Reaction SMILES: [C:1]([NH:7][C:8]1[CH:9]=[C:10]2[C:15](=[CH:16][CH:17]=1)[N:14]=[CH:13][N:12]=[C:11]2[NH:18][CH:19]=[C:20]([C:25]([O:27]C)=O)[C:21]([O:23][CH3:24])=[O:22])(=[O:6])[C:2]([CH3:5])([CH3:4])[CH3:3].C1(OC2C=CC=CC=2)C=CC=CC=1>CCCCCC>[O:27]=[C:25]1[N:12]2[CH:13]=[N:14][C:15]3[CH:16]=[CH:17][C:8]([NH:7][C:1](=[O:6])[C:2]([CH3:3])([CH3:5])[CH3:4])=[CH:9][C:10]=3[C:11]2=[N:18][CH:19]=[C:20]1[C:21]([O:23][CH3:24])=[O:22]. Reported procedure: A mixture of dimethyl [{6-pivalamido--4-quinazolinylamino}methylene]propanedioate (24.5 g) and diphenyl ether (150 ml) was heated at 260° C. for 20 minutes and cooled to ambient temperature. To the reaction mixture was added hexane to give crystals, which were filtered off, washed with hexane and dissolved in chloroform (400 ml) under heating. Insoluble materials were removed by filtration. The filtrate was concentrated under reduced pressure to 200 ml and allowed to stand under cooling. The pre... The reactants are Cl.CN(C1CN(CC1)C(=O)C=1C=C2C=C(NC2=CC1)C(=O)O)C ((RS)-5-(3-dimethylamino-pyrrolidine-1-carbonyl)-1H-indole-2-carboxylic acid hydrochloride), F[B-](F)(F)F.N1(N=NC2=C1C=CC=C2)OC(=[N+](C)C)N(C)C (O-(benzotriazol-1-yl)-N,N,N′,N′-tetramethyluronium tetrafluoroborate), FC1(CCNCC1)F (4,4-difluoropiperidine), C(C)(C)N(C(C)C)CC (N,N-diisopropylethylamine), solid. Solvent: CN(C=O)C (N,N-dimethylformamide). The product is FC1(CCN(CC1)C(=O)C=1NC2=CC=C(C=C2C1)C(=O)N1CC(CC1)N(C)C)F ((RS)-(4,4-Difluoro-piperidin-1-yl)-[5-(3-dimethylamino-pyrrolidine-1-carbonyl)-1H-indol-2-yl]-methanone). As a reaction SMILES: Cl.[CH3:2][N:3]([CH3:23])[CH:4]1[CH2:8][CH2:7][N:6]([C:9]([C:11]2[CH:12]=[C:13]3[C:17](=[CH:18][CH:19]=2)[NH:16][C:15]([C:20](O)=[O:21])=[CH:14]3)=[O:10])[CH2:5]1.F[B-](F)(F)F.N1(OC(N(C)C)=[N+](C)C)C2C=CC=CC=2N=N1.[F:46][C:47]1([F:53])[CH2:52][CH2:51][NH:50][CH2:49][CH2:48]1.C(N(CC)C(C)C)(C)C>CN(C)C=O>[F:46][C:47]1([F:53])[CH2:52][CH2:51][N:50]([C:20]([C:15]2[NH:16][C:17]3[C:13]([CH:14]=2)=[CH:12][C:11]([C:9]([N:6]2[CH2:7][CH2:8][CH:4]([N:3]([CH3:23])[CH3:2])[CH2:5]2)=[O:10])=[CH:19][CH:18]=3)=[O:21])[CH2:49][CH2:48]1 |f:0.1,2.3|. Reported procedure: The title compound was synthesized in analogy to example 1, from (RS)-5-(3-dimethylamino-pyrrolidine-1-carbonyl)-1H-indole-2-carboxylic acid hydrochloride, O-(benzotriazol-1-yl)-N,N,N′,N′-tetramethyluronium tetrafluoroborate (commercially available), 4,4-difluoropiperidine (commercially available) and N,N-diisopropylethylamine in N,N-dimethylformamide, as a colorless solid (77%).